Dataset: the Open Reaction Database (ORD), a public repository of structured organic reaction records. Task: describe an organic reaction: reactants, conditions, products, and yield The reactants are C1(=CC=CC=C1)NC(CCN1C=NC=C1)=O (N-phenyl-3-(1H-imidazol-1-yl)propanamide), B (borane), C(=O)(N1C=NC=C1)N1C=NC=C1 (1,1'-carbonyldiimidazole), C(CC)(=O)O (propanoic acid), N1=C(C2=C3C(C=CC=C13)=CC=C2)S (benz(cd)indol-2-thiol), mercuric acetate, ethanol leads, B (borane), C1(=CC=CC=C1)NC(CCN1C=NC=C1)=O (N-phenyl-3-(1H-imidazol-1-yl)propanamide), aniline leads, C1(=CC=CC=C1)NC(CCN1C=NC=C1)=O (N-phenyl-3-(1H-imidazol-1-yl)propanamide). Solvent: O1CCCC1 (tetrahydrofuran), O1CCCC1 (tetrahydrofuran), O1CCCC1 (tetrahydrofuran). Product: N1(C=NC=C1)CCCN(C1=NC2=CC=CC=3C2=C1C=CC3)C3=CC=CC=C3 (N-(3-(1H-imidazol-1-yl)propyl)-N-phenylbenz(cd)indol-2-amine). Reaction SMILES: C(N1C=CN=C1)(N1C=CN=C1)=O.C(O)(=O)CC.[C:18]1([NH:24][C:25](=O)[CH2:26][CH2:27][N:28]2[CH:32]=[CH:31][N:30]=[CH:29]2)[CH:23]=[CH:22][CH:21]=[CH:20][CH:19]=1.B.[N:35]1[C:43]2[C:38]3[C:39](=[CH:44][CH:45]=[CH:46][C:37]=3[C:36]=1S)[CH:40]=[CH:41][CH:42]=2>O1CCCC1>[N:28]1([CH2:27][CH2:26][CH2:25][N:24]([C:18]2[CH:23]=[CH:22][CH:21]=[CH:20][CH:19]=2)[C:36]2[C:37]3[CH:46]=[CH:45][CH:44]=[C:39]4[C:38]=3[C:43](=[CH:42][CH:41]=[CH:40]4)[N:35]=2)[CH:32]=[CH:31][N:30]=[CH:29]1. Procedure details: The reaction of 1,1'-carbonyldiimidazole and 3-(1e,uns/H/ -imidazol-1yl)propanoic acid in tetrahydrofuran solution, followed by treatment with aniline leads to the formation of N-phenyl-3-(1H-imidazol-1-yl)propanamide. Reduction with borane in tetrahydrofuran solution then gives N-phenyl-3-(1H-imidazol-1-yl)propanamide. Reduction with borane in tetrahydrofuran solution then gives N-phenyl-3-(1H-imidazol-1-yl)propanamide. The latter compound with molar equivalents of benz(cd)indol-2-thiol and mer... Yield: 91.3%. Starting materials: BrC=1C=C(C=CC1)C1=CC=CC=C1 (3-bromo-1,1′-biphenyl), [I-].[Na+] (sodium iodide), CNC1C(CCCC1)NC (N1,N2-dimethylcyclohexane-1,2-diamine). As a reaction SMILES: Br[C:2]1[CH:3]=[C:4]([C:8]2[CH:13]=[CH:12][CH:11]=[CH:10][CH:9]=2)[CH:5]=[CH:6][CH:7]=1.[I-:14].[Na+].CNC1CCCCC1NC>[Cu]I.O1CCOCC1>[I:14][C:2]1[CH:3]=[C:4]([C:8]2[CH:13]=[CH:12][CH:11]=[CH:10][CH:9]=2)[CH:5]=[CH:6][CH:7]=1 |f:1.2|. Yields the product IC=1C=C(C=CC1)C1=CC=CC=C1 (3-iodo-1,1′-biphenyl). The reagents and catalysts are [Cu]I (copper(I) iodide). Procedure details: 3-bromo-1,1′-biphenyl (5.00 g, 21.5 mmol), sodium iodide (6.43 g, 42.9 mmol), copper(I) iodide (1.226 g, 6.43 mmol), and dioxane (214 ml) were added into a 500 mL 3-necked flask. N1,N2-dimethylcyclohexane-1,2-diamine (1.691 ml, 10.72 mmol) was then added. The solution was heated and refluxed overnight. Upon completion of the reaction, the reaction mixture was cooled to room temperature, filtered through a pad of celite and washed several times with dichloromethane. The solvents are evaporated un... The solvent is O1CCOCC1 (dioxane). Starting materials: CN(C)c1ccncc1, CCN(C(C)C)C(C)C, ClCCl, CC(C)NCC1CN(S(=O)(=O)c2cccs2)CCN1c1ccc(C(C)(O)C(F)(F)F)cc1, O=S(=O)(Cl)c1ccccc1. Product: CC(C)N(CC1CN(S(=O)(=O)c2cccs2)CCN1c1ccc(C(C)(O)C(F)(F)F)cc1)S(=O)(=O)c1ccccc1. Reaction SMILES: [CH3:55][N:56]([CH3:57])[c:58]1[cH:59][cH:60][n:61][cH:62][cH:63]1.[CH:43]([N:44]([CH2:45][CH3:46])[CH:47]([CH3:48])[CH3:49])([CH3:50])[CH3:51].[Cl:52][CH2:53][Cl:54].[F:1][C:2]([C:3]([CH3:4])([OH:5])[c:6]1[cH:7][cH:8][c:9]([N:12]2[CH:13]([CH2:26][NH:27][CH:28]([CH3:29])[CH3:30])[CH2:14][N:15]([S:18](=[O:19])(=[O:20])[c:21]3[s:22][cH:23][cH:24][cH:25]3)[CH2:16][CH2:17]2)[cH:10][cH:11]1)([F:31])[F:32].[c:33]1([S:39](=[O:40])(=[O:41])[Cl:42])[cH:34][cH:35][cH:36][cH:37][cH:38]1>>[F:1][C:2]([C:3]([CH3:4])([OH:5])[c:6]1[cH:7][cH:8][c:9]([N:12]2[CH:13]([CH2:26][N:27]([CH:28]([CH3:29])[CH3:30])[S:39]([c:33]3[cH:34][cH:35][cH:36][cH:37][cH:38]3)(=[O:40])=[O:41])[CH2:14][N:15]([S:18](=[O:19])(=[O:20])[c:21]3[s:22][cH:23][cH:24][cH:25]3)[CH2:16][CH2:17]2)[cH:10][cH:11]1)([F:31])[F:32]. Reactants: O=C1N(CC(N1C1=CC=CC=C1)C(=O)O)S(=O)(=O)C1=C(C=CC=C1)C(F)(F)F ((RS)-2-oxo-3-phenyl-1-(2-trifluoromethyl-benzenesulfonyl)-imidazolidine-4-carboxylic acid), FC(F)(F)C1N(CCNC1)C1=NC=CC=C1 (trifluoromethyl(pyrid-2-yl]piperazine). Yields the product C1(=CC=CC=C1)N1C(N(CC1C(=O)N1CCN(CC1)C1=NC=CC=C1C(F)(F)F)S(=O)(=O)C1=C(C=CC=C1)C(F)(F)F)=O ((RS)-3-Phenyl-1-(2-trifluoromethyl-benzenesulfonyl)-4-[4-(3-trifluoromethyl-pyridin-2-yl)-piperazine-1-carbonyl]-imidazolidin-2-one). As a reaction SMILES: [O:1]=[C:2]1[N:6]([C:7]2[CH:12]=[CH:11][CH:10]=[CH:9][CH:8]=2)[CH:5]([C:13](O)=[O:14])[CH2:4][N:3]1[S:16]([C:19]1[CH:24]=[CH:23][CH:22]=[CH:21][C:20]=1[C:25]([F:28])([F:27])[F:26])(=[O:18])=[O:17].FC([CH:33]1[CH2:38][NH:37][CH2:36][CH2:35][N:34]1[C:39]1[CH:44]=[CH:43][CH:42]=[CH:41][N:40]=1)(F)F>>[C:7]1([N:6]2[CH:5]([C:13]([N:37]3[CH2:38][CH2:33][N:34]([C:39]4[C:44]([C:25]([F:28])([F:27])[F:26])=[CH:43][CH:42]=[CH:41][N:40]=4)[CH2:35][CH2:36]3)=[O:14])[CH2:4][N:3]([S:16]([C:19]3[CH:24]=[CH:23][CH:22]=[CH:21][C:20]=3[C:25]([F:27])([F:26])[F:28])(=[O:18])=[O:17])[C:2]2=[O:1])[CH:8]=[CH:9][CH:10]=[CH:11][CH:12]=1. Reported procedure: In analogy to example 1, (RS)-2-oxo-3-phenyl-1-(2-trifluoromethyl-benzenesulfonyl)-imidazolidine-4-carboxylic acid (example 11) was coupled with 1-[3-(trifluoromethyl(pyrid-2-yl]piperazine to give the title compound as an off-white solid. MS: 627.8 ([M+H]+) The reactants are CCN(C(C)C)C(C)C, CCOC(=O)C1=CCCNC1, CN(C)C=O, Cl, Cc1ccc(S(=O)(=O)OCCC2COc3ccccc3C2)cc1. Yields the product CCOC(=O)C1=CCCN(CCC2COc3ccccc3C2)C1. RXN SMILES: [CH2:13]([N:14]([CH:15]([CH3:16])[CH3:17])[CH:18]([CH3:19])[CH3:20])[CH3:21].[CH2:2]([CH3:3])[O:4][C:5](=[O:6])[C:7]1=[CH:12][CH2:11][CH2:10][NH:9][CH2:8]1.[CH3:45][N:46]([CH3:47])[CH:48]=[O:49].[ClH:1].[c:22]1([CH3:23])[cH:24][cH:25][c:26]([S:27]([O:28][CH2:32][CH2:33][CH:34]2[CH2:35][O:36][c:37]3[cH:38][cH:39][cH:40][cH:41][c:42]3[CH2:43]2)(=[O:29])=[O:30])[cH:31][cH:44]1>>[CH2:2]([CH3:3])[O:4][C:5](=[O:6])[C:7]1=[CH:12][CH2:11][CH2:10][N:9]([CH2:32][CH2:33][CH:34]2[CH2:35][O:36][c:37]3[cH:38][cH:39][cH:40][cH:41][c:42]3[CH2:43]2)[CH2:8]1. The reactants are CC(C)(C)[O-], CI, [K+], O=[N+]([O-])c1ccc2cc(-c3ccccc3)[nH]c2c1, C1COCCOCCOCCOCCOCCO1, C1CCOC1. Yields the product Cn1c(-c2ccccc2)cc2ccc([N+](=O)[O-])cc21. RXN SMILES: [CH3:37][C:38]([CH3:39])([O-:40])[CH3:41].[CH3:43][I:44].[K+:42].[N+:1](=[O:2])([O-:3])[c:4]1[cH:5][cH:6][c:7]2[cH:8][c:9](-[c:13]3[cH:14][cH:15][cH:16][cH:17][cH:18]3)[nH:10][c:11]2[cH:12]1.[O:19]1[CH2:20][CH2:36][O:35][CH2:34][CH2:33][O:32][CH2:31][CH2:30][O:29][CH2:28][CH2:27][O:26][CH2:25][CH2:24][O:23][CH2:22][CH2:21]1.[O:45]1[CH2:46][CH2:47][CH2:48][CH2:49]1>>[N+:1](=[O:2])([O-:3])[c:4]1[cH:5][cH:6][c:7]2[cH:8][c:9](-[c:13]3[cH:14][cH:15][cH:16][cH:17][cH:18]3)[n:10]([CH3:20])[c:11]2[cH:12]1. Starting materials: [Na] (sodium), CN(CCO)C (2-dimethylamino-ethanol), C1(=CC=CC=C1)C(=C(C1=CC=C(C=C1)OC)C1=CC=C(C=C1)F)C(F)(F)F (2-phenyl-3,3,3-trifluoro-1-(4-fluorophenyl)-1-(4-methoxyphenyl)-propene). The product is CN(CCOC1=CC=C(C=C1)C(=C(C(F)(F)F)C1=CC=CC=C1)C1=CC=C(C=C1)OC)C (1-[4-(2-dimethylamino-ethoxy)-phenyl]-2-phenyl-3,3,3-trifluoro-1-(4-methoxyphenyl)propene). The yield is 89.5%. As a reaction SMILES: [Na].[CH3:2][N:3]([CH3:7])[CH2:4][CH2:5][OH:6].[C:8]1([C:14]([C:31]([F:34])([F:33])[F:32])=[C:15]([C:24]2[CH:29]=[CH:28][C:27](F)=[CH:26][CH:25]=2)[C:16]2[CH:21]=[CH:20][C:19]([O:22][CH3:23])=[CH:18][CH:17]=2)[CH:13]=[CH:12][CH:11]=[CH:10][CH:9]=1>>[CH3:2][N:3]([CH3:7])[CH2:4][CH2:5][O:6][C:27]1[CH:28]=[CH:29][C:24]([C:15]([C:16]2[CH:21]=[CH:20][C:19]([O:22][CH3:23])=[CH:18][CH:17]=2)=[C:14]([C:8]2[CH:13]=[CH:12][CH:11]=[CH:10][CH:9]=2)[C:31]([F:32])([F:33])[F:34])=[CH:25][CH:26]=1 |^1:0|. Procedure details: 0.46 g (0.02 g.-atoms) of sodium are dissolved in 4.5 g (50 mmoles) of 2-dimethylamino-ethanol. 3.72 g (10 mmoles) of 2-phenyl-3,3,3-trifluoro-1-(4-fluorophenyl)-1-(4-methoxyphenyl)-propene are added to the solution, the mixture is heated at 150°-155° C. for one hour, and then processed as described in Example 19. 3.95 g (89.6%) of 1-[4-(2-dimethylamino-ethoxy)-phenyl]-2-phenyl-3,3,3-trifluoro-1-(4-methoxyphenyl)propene are obtained as a resinous substance; the product is a 9:1 mixture of the (Z... Reactants: COC(=O)c1c[nH]c2ccccc12, CCOC(C)=O, CN(C)C=O, Cn1ccc2c(Cl)ncnc21, [H-], [Na+], O. Yields the product COC(=O)c1cn(-c2ncnc3c2ccn3C)c2ccccc12. As a reaction SMILES: [CH3:1][O:2][C:3](=[O:4])[c:5]1[cH:6][nH:7][c:8]2[cH:9][cH:10][cH:11][cH:12][c:13]12.[CH3:27][CH2:28][O:29][C:30](=[O:31])[CH3:32].[CH3:33][N:34]([CH3:35])[CH:36]=[O:37].[Cl:16][c:17]1[c:18]2[c:19]([n:20][cH:21][n:22]1)[n:23]([CH3:26])[cH:24][cH:25]2.[H-:14].[Na+:15].[OH2:38]>>[CH3:1][O:2][C:3](=[O:4])[c:5]1[cH:6][n:7](-[c:17]2[c:18]3[c:19]([n:20][cH:21][n:22]2)[n:23]([CH3:26])[cH:24][cH:25]3)[c:8]2[cH:9][cH:10][cH:11][cH:12][c:13]12. Starting materials: CN(CC(=O)N1CCC2=CC(=C(C=C12)NC1=NC2=C(C3=NC4=CC=CC(=C4C(N31)=O)F)C=CN2S(=O)(=O)C2=CC=C(C=C2)C)OC)C (5-{[1-(N,N-dimethylglycyl)-5-(methyloxy)-2,3-dihydro-1H-indol-6-yl]amino}-8-fluoro-3-[(4-methylphenyl)sulfonyl]pyrrolo[2′,3′:4,5]pyrimido[6,1-b]quinazolin-7(3H)-one), CC(C)N ((1-methylethyl)amine). The solvent is C(C)(=O)OCC (ethyl acetate), C1CCOC1 (THF). Reaction conditions: temperature 40 celsius, time 16 hour. The product is CN(CC(=O)N1CCC2=CC(=C(C=C12)NC=1N=C(C2=C(N1)N(C=C2)S(=O)(=O)C2=CC=C(C=C2)C)NC2=C(C(=O)NC(C)C)C(=CC=C2)F)OC)C (2-({2-{[1-(N,N-dimethylglycyl)-5-(methyloxy)-2,3-dihydro-1H-indol-6-yl]amino}-7-[(4-methylphenyl)sulfonyl]-7H-pyrrolo[2,3-d]pyrimidin-4-yl}amino)-6-fluoro-N-(1-methylethyl)benzamide). As a reaction SMILES: [CH3:1][N:2]([CH3:47])[CH2:3][C:4]([N:6]1[C:14]2[C:9](=[CH:10][C:11]([O:45][CH3:46])=[C:12]([NH:15][C:16]3[N:29]4[C:20](=[N:21][C:22]5[C:27]([C:28]4=[O:30])=[C:26]([F:31])[CH:25]=[CH:24][CH:23]=5)[C:19]4[CH:32]=[CH:33][N:34]([S:35]([C:38]5[CH:43]=[CH:42][C:41]([CH3:44])=[CH:40][CH:39]=5)(=[O:37])=[O:36])[C:18]=4[N:17]=3)[CH:13]=2)[CH2:8][CH2:7]1)=[O:5].[CH3:48][CH:49]([NH2:51])[CH3:50]>C1COCC1.C(OCC)(=O)C>[CH3:47][N:2]([CH3:1])[CH2:3][C:4]([N:6]1[C:14]2[C:9](=[CH:10][C:11]([O:45][CH3:46])=[C:12]([NH:15][C:16]3[N:29]=[C:20]([NH:21][C:22]4[CH:23]=[CH:24][CH:25]=[C:26]([F:31])[C:27]=4[C:28]([NH:51][CH:49]([CH3:50])[CH3:48])=[O:30])[C:19]4[CH:32]=[CH:33][N:34]([S:35]([C:38]5[CH:39]=[CH:40][C:41]([CH3:44])=[CH:42][CH:43]=5)(=[O:37])=[O:36])[C:18]=4[N:17]=3)[CH:13]=2)[CH2:8][CH2:7]1)=[O:5]. Reported procedure: To a solution of 5-{[1-(N,N-dimethylglycyl)-5-(methyloxy)-2,3-dihydro-1H-indol-6-yl]amino}-8-fluoro-3-[(4-methylphenyl)sulfonyl]pyrrolo[2′,3′:4,5]pyrimido[6,1-b]quinazolin-7(3H)-one (265 mg, 0.404 mmol) in THF (5 mL) was added (1-methylethyl)amine (0.694 mL, 8.08 mmol). The resulting mixture was let stir at 40° C. for 16 h at which time it was diluted with ethyl acetate and washed with a saturated ammonium chloride solution, a saturated sodium bicarbonate solution, water and a saturated brine so... The reactants are C=C1CC(=O)O1 (diketene), C(C=C)(=O)OCCO (2-hydroxyethyl acrylate), N1(NCCCCCC1)C1CCCCCCC1 (diazabicyclooctane), C=CC1=CC=CC=C1 (styrene). Yields the product 200, C(C=C)(=O)OCCOC(CC(=O)C)=O (acetoacetoxyethyl acrylate). As a reaction SMILES: [CH2:1]=[C:2]1[O:6][C:4](=[O:5])[CH2:3]1.[C:7]([O:11][CH2:12][CH2:13][OH:14])(=[O:10])[CH:8]=[CH2:9].N1(C2CCCCCCC2)CCCCCCN1.C=CC1C=CC=CC=1>>[C:7]([O:11][CH2:12][CH2:13][O:14][C:4](=[O:5])[CH2:3][C:2]([CH3:1])=[O:6])(=[O:10])[CH:8]=[CH2:9]. Procedure details: Eighty four parts of diketene was added dropwise to solution containing 116 parts of 2-hydroxyethyl acrylate, 0.03 parts of diazabicyclooctane and 200 parts of styrene at 70° to 80° C. and mixed for one hour. The obtained solution was condensed at a reduced pressure to obtain 200 parts of acetoacetoxyethyl acrylate. The compound was reacted with 68 parts of aluminum isopropoxyde as generally described in Production Example 27 to obtain a ligand compound D-V of 209 parts (IR absorption 1606 cm-1 ...